Dataset: the Open Reaction Database (ORD), a public repository of structured organic reaction records. Task: describe an organic reaction: reactants, conditions, products, and yield The reactants are COC1=C(C=CC=C1)S(=O)(=O)N(C=1C=CC=C2C=C(NC12)C(=O)N)C (7-[[(2-methoxyphenyl)sulfonyl](methyl)amino]-1H-indole-2-carboxamide), COC=1C=CC(=CC1)P2(=S)SP(=S)(S2)C=3C=CC(=CC3)OC (Lawesson's reagent). The solvent is O1CCCC1 (tetrahydrofuran). Run at temperature 70 celsius, time 3 hour. Yields the product COC1=C(C=CC=C1)S(=O)(=O)N(C=1C=CC=C2C=C(NC12)C(N)=S)C (7-[[(2-methoxyphenyl)sulfonyl](methyl)amino]-1H-indole-2-carbothioamide). The yield is 154.9%. RXN SMILES: [CH3:1][O:2][C:3]1[CH:8]=[CH:7][CH:6]=[CH:5][C:4]=1[S:9]([N:12]([CH3:25])[C:13]1[CH:14]=[CH:15][CH:16]=[C:17]2[C:21]=1[NH:20][C:19]([C:22]([NH2:24])=O)=[CH:18]2)(=[O:11])=[O:10].COC1C=CC(P2(SP(C3C=CC(OC)=CC=3)(=S)S2)=[S:35])=CC=1>O1CCCC1>[CH3:1][O:2][C:3]1[CH:8]=[CH:7][CH:6]=[CH:5][C:4]=1[S:9]([N:12]([CH3:25])[C:13]1[CH:14]=[CH:15][CH:16]=[C:17]2[C:21]=1[NH:20][C:19]([C:22](=[S:35])[NH2:24])=[CH:18]2)(=[O:11])=[O:10]. Reported procedure: A mixture of 7-[[(2-methoxyphenyl)sulfonyl](methyl)amino]-1H-indole-2-carboxamide (2.82 g), Lawesson's reagent (1.6 g) and tetrahydrofuran (250 mL) was stirred at 70° C. for 3 hr. The reaction solution was concentrated under reduced pressure, and the obtained oil was crystallized from ethyl acetate-hexane to give the title compound (2.3 g, yield: 78%) as pale-yellow crystals. Starting materials: C(C)(=O)O (acetic acid), N1CCC(C2=CC=CC=C12)=O (1,2,3,4-Tetrahydroquinolin-4-one), C1(=CC=C(C=C1)S(=O)(=O)O)C (p-toluenesulfonic acid), C([O-])(O)=O.[Na+] (sodium bicarbonate). The solvent is acetic acid isopropenyl ether. Yields the product C(C)(=O)OC1=CCN(C2=CC=CC=C12)S(=O)(=O)C1=CC=C(C)C=C1 (4-acetoxy-1-tosyl-1,2-dihydroquinoline). RXN SMILES: [NH:1]1[C:10]2[C:5](=[CH:6][CH:7]=[CH:8][CH:9]=2)[C:4](=[O:11])[CH2:3][CH2:2]1.[C:12]1([CH3:22])[CH:17]=[CH:16][C:15]([S:18]([OH:21])(=[O:20])=O)=[CH:14][CH:13]=1.C(=O)(O)[O-].[Na+].[C:28](O)(=[O:30])[CH3:29]>>[C:28]([O:11][C:4]1[C:5]2[C:10](=[CH:9][CH:8]=[CH:7][CH:6]=2)[N:1]([S:18]([C:15]2[CH:14]=[CH:13][C:12]([CH3:22])=[CH:17][CH:16]=2)(=[O:20])=[O:21])[CH2:2][CH:3]=1)(=[O:30])[CH3:29] |f:2.3|. Procedure details: 1,2,3,4-Tetrahydroquinolin-4-one (2.00 g) and 114 mg of p-toluenesulfonic acid were dissolved in 30 ml of acetic acid isopropenyl ether, and the solution was heated under reflux for 2 days simultaneously evaporating acetic acid. Then, saturated sodium bicarbonate aqueous solution was added and the mixture was extracted with ethyl acetate, followed by drying on anhydrous magnesium sulfate. After evaporating the solvent, the resulting residue was crystallized from chloroform-diethyl ether-hexane t... Yields the product Nc1cnc2ccccc2c1NCCCNC(=O)c1ccccc1. The reactants are CC(C)O, O=C(NCCCNc1c([N+](=O)[O-])cnc2ccccc12)c1ccccc1. RXN SMILES: [CH:27]([OH:28])([CH3:29])[CH3:30].[N+:1]([O-:2])(=[O:3])[c:4]1[cH:5][n:6][c:7]2[cH:8][cH:9][cH:10][cH:11][c:12]2[c:13]1[NH:14][CH2:15][CH2:16][CH2:17][NH:18][C:19]([c:20]1[cH:21][cH:22][cH:23][cH:24][cH:25]1)=[O:26]>>[NH2:1][c:4]1[cH:5][n:6][c:7]2[cH:8][cH:9][cH:10][cH:11][c:12]2[c:13]1[NH:14][CH2:15][CH2:16][CH2:17][NH:18][C:19]([c:20]1[cH:21][cH:22][cH:23][cH:24][cH:25]1)=[O:26]. The reactants are ester, C(C1=CC=CC=C1)(=O)NC(C(CNC1CSC=2C(N(C1=O)CC(=O)OCC)CC=CC2)=O)CC2=CC=CC=C2 ((±)-Dihydro-3-[[3-(Benzoylamino)-2-oxo-4-phenylbutyl]amino]-4-oxo-1,5-benzothiazepine-5(2H)-acetic acid, ethyl ester), [OH-].[Na+] (sodium hydroxide). Reaction SMILES: [C:1]([NH:9][CH:10]([CH2:33][C:34]1[CH:39]=[CH:38][CH:37]=[CH:36][CH:35]=1)[C:11](=[O:32])[CH2:12][NH:13][CH:14]1[C:20](=[O:21])[N:19]([CH2:22][C:23]([O:25]CC)=[O:24])[CH:18]2[CH2:28][CH:29]=[CH:30][CH:31]=[C:17]2[S:16][CH2:15]1)(=[O:8])[C:2]1[CH:7]=[CH:6][CH:5]=[CH:4][CH:3]=1.[OH-].[Na+]>>[C:1]([NH:9][CH:10]([CH2:33][C:34]1[CH:35]=[CH:36][CH:37]=[CH:38][CH:39]=1)[C:11](=[O:32])[CH2:12][NH:13][CH:14]1[C:20](=[O:21])[N:19]([CH2:22][C:23]([OH:25])=[O:24])[CH:18]2[CH2:28][CH:29]=[CH:30][CH:31]=[C:17]2[S:16][CH2:15]1)(=[O:8])[C:2]1[CH:7]=[CH:6][CH:5]=[CH:4][CH:3]=1 |f:1.2|. Yields the product C(C1=CC=CC=C1)(=O)NC(C(CNC1CSC=2C(N(C1=O)CC(=O)O)CC=CC2)=O)CC2=CC=CC=C2 ((±)-dihydro-3-[[3-(benzoylamino)-2-oxo-4-phenylbutyl]amino]-4-oxo-1,5-benzothiazepine-5(2H)-acetic acid). Reported procedure: The ester product from part (f) is treated with 1N sodium hydroxide according to the procedure of Example 29(h) to yield (±)-dihydro-3-[[3-(benzoylamino)-2-oxo-4-phenylbutyl]amino]-4-oxo-1,5-benzothiazepine-5(2H)-acetic acid.